From a dataset of the Open Reaction Database (ORD), a public repository of structured organic reaction records. describe an organic reaction: reactants, conditions, products, and yield The reactants are C(C)OC1=CC2=C(CCCC(C2)N(C[C@@H](COC2=CC=CC=C2)O[Si](CC)(CC)CC)C(=O)OC(C)(C)C)C=C1 (N-(3-ethoxy-6,7,8,9-tetrahydro-5H-benzocyclohepten-6-yl)-N-[(2S)-3-phenoxy-2-(triethylsilyloxy)propyl]-tert-butoxycarbonylamine), Cl (hydrochloric acid). The solvent is CO (methanol). Product: Cl.C(C)OC1=CC2=C(CCCC(C2)NC[C@@H](COC2=CC=CC=C2)O)C=C1 ((2S)-1-(3-ethoxy-6,7,8,9-tetrahydro-5H-benzocyclohepten-6-yl)amino-3-phenoxy-2-propanol hydrochloride). As a reaction SMILES: [CH2:1]([O:3][C:4]1[CH:40]=[CH:39][C:7]2[CH2:8][CH2:9][CH2:10][CH:11]([N:13](C(OC(C)(C)C)=O)[CH2:14][C@H:15]([O:24][Si](CC)(CC)CC)[CH2:16][O:17][C:18]3[CH:23]=[CH:22][CH:21]=[CH:20][CH:19]=3)[CH2:12][C:6]=2[CH:5]=1)[CH3:2].[ClH:41]>CO>[ClH:41].[CH2:1]([O:3][C:4]1[CH:40]=[CH:39][C:7]2[CH2:8][CH2:9][CH2:10][CH:11]([NH:13][CH2:14][C@H:15]([OH:24])[CH2:16][O:17][C:18]3[CH:23]=[CH:22][CH:21]=[CH:20][CH:19]=3)[CH2:12][C:6]=2[CH:5]=1)[CH3:2] |f:3.4|. Reported procedure: A solution of N-(3-ethoxy-6,7,8,9-tetrahydro-5H-benzocyclohepten-6-yl)-N-[(2S)-3-phenoxy-2-(triethylsilyloxy)propyl]-tert-butoxycarbonylamine (115 mg) and concentrated hydrochloric acid (0.5 ml) in methanol (5 ml) was stirred at room temperature for 48 hours. The mixture was evaporated in vacuo. The residue was triturated with diethyl ether-diisopropyl ether, followed by decantation and dryness in vacuo to give (2S)-1-(3-ethoxy-6,7,8,9-tetrahydro-5H-benzocyclohepten-6-yl)amino-3-phenoxy-2-propan... Yields the product ClC=1C=C(C=CC1)NN=C1C(=NN=C1N)N (4-[(3-chlorophenyl)hydrazono]-4H-pyrazole-3,5-diamine), compound. Procedure: 4-[(3-chlorophenyl)hydrazono]-4H-pyrazole-3,5-diamine was prepared using 102 mg (0.5 mmol) of 2-[(3-chlorophenyl)hydrazono]malononitrile, which was derived from 3-chloroaniline (106 μL, 1.0 mmol) and malononitrile (1.5 mmol) as described in Example 2, and hydrazine hydrate. Precipitate formed in the reaction tube approximately 5 min after the addition of hydrazine hydrate. The resulting solid was isolated by filtration, precipitated from an ethyl acetate solution by the addition of hexanes, and ... Isolated yield 14.0%. The reactants are C(CC#N)#N (malononitrile), O.NN (hydrazine hydrate), ClC=1C=C(C=CC1)NN=C(C#N)C#N (2-[(3-chlorophenyl)hydrazono]malononitrile), ClC=1C=C(N)C=CC1 (3-chloroaniline), O.NN (hydrazine hydrate). As a reaction SMILES: ClC1C=C(N[N:9]=[C:10]([C:13]#[N:14])[C:11]#[N:12])C=CC=1.[Cl:15][C:16]1[CH:17]=[C:18]([CH:20]=[CH:21][CH:22]=1)[NH2:19].C(#N)CC#N.O.[NH2:29][NH2:30]>>[Cl:15][C:16]1[CH:17]=[C:18]([NH:19][N:9]=[C:10]2[C:11]([NH2:12])=[N:30][N:29]=[C:13]2[NH2:14])[CH:20]=[CH:21][CH:22]=1 |f:3.4|. Starting materials: [N+](=O)([O-])C1=CC=C(CBr)C=C1 (4-nitrobenzyl bromide), C1(=CC=CC=C1)P(C1=CC=CC=C1)C1=CC=CC=C1 (triphenylphosphine), C(=O)C=1N=C(SC1)NC(C(C)C)=O (N-(4-formyl-1,3-thiazol-2-yl)-2-methylpropanamide), [O-]CCCC.[K+] (potassium butoxide). Solvent: CN(C=O)C (N,N-dimethylformamide), O (water), C(C)(=O)OCC (ethyl acetate). Conditions: time 5 hour. The product is CC(C(=O)NC=1SC=C(N1)\C=C\C1=CC=C(C=C1)[N+](=O)[O-])C (2-methyl-N-{4-[(E)-2-(4-nitrophenyl)ethenyl]-1,3-thiazol-2-yl}propanamide). Yield: 64.3%. Reaction SMILES: [N+:1]([C:4]1[CH:11]=[CH:10][C:7]([CH2:8]Br)=[CH:6][CH:5]=1)([O-:3])=[O:2].C1(P(C2C=CC=CC=2)C2C=CC=CC=2)C=CC=CC=1.[O-]CCCC.[K+].[CH:37]([C:39]1[N:40]=[C:41]([NH:44][C:45](=[O:49])[CH:46]([CH3:48])[CH3:47])[S:42][CH:43]=1)=O>O.C(OCC)(=O)C.CN(C)C=O>[CH3:47][CH:46]([CH3:48])[C:45]([NH:44][C:41]1[S:42][CH:43]=[C:39](/[CH:37]=[CH:8]/[C:7]2[CH:10]=[CH:11][C:4]([N+:1]([O-:3])=[O:2])=[CH:5][CH:6]=2)[N:40]=1)=[O:49] |f:2.3|. Reported procedure: A mixture of 4-nitrobenzyl bromide (381 mg), triphenylphosphine (463 mg) and N,N-dimethylformamide (3 ml) was stirred for 5 hours at room temperature. To the mixture were added potassium butoxide (238 mg) and then N-(4-formyl-1,3-thiazol-2-yl)-2-methylpropanamide (350 mg), and the mixture was stirred for 13 hours at the same temperature. The reaction mixture was poured into ethyl acetate (20 ml) and water (20 ml). The organic layer was washed with water (20 ml), dried over sodium sulfate and con... Reactants: O=C([O-])[O-], C1CCOC1, CCOC(C)=O, ClCCl, COc1cccc(B(O)O)c1F, [K+], [K+], O, O=C(Nc1cccnn1)N1CC(Oc2ccc(Br)cn2)C1. Product: COc1cccc(-c2ccc(OC3CN(C(=O)Nc4cccnn4)C3)nc2)c1F. As a reaction SMILES: [C:34](=[O:35])([O-:36])[O-:37].[CH2:43]1[O:44][CH2:45][CH2:46][CH2:47]1.[CH3:49][CH2:50][O:51][C:52](=[O:53])[CH3:54].[Cl:40][CH2:41][Cl:42].[F:1][c:2]1[c:3]([B:10]([OH:11])[OH:12])[cH:4][cH:5][cH:6][c:7]1[O:8][CH3:9].[K+:38].[K+:39].[OH2:48].[n:13]1[n:14][c:15]([NH:19][C:20](=[O:21])[N:22]2[CH2:23][CH:24]([O:26][c:27]3[n:28][cH:29][c:30]([Br:33])[cH:31][cH:32]3)[CH2:25]2)[cH:16][cH:17][cH:18]1>>[F:1][c:2]1[c:3](-[c:30]2[cH:29][n:28][c:27]([O:26][CH:24]3[CH2:23][N:22]([C:20]([NH:19][c:15]4[n:14][n:13][cH:18][cH:17][cH:16]4)=[O:21])[CH2:25]3)[cH:32][cH:31]2)[cH:4][cH:5][cH:6][c:7]1[O:8][CH3:9]. Starting materials: S(=O)(=O)([O-])[O-].[Na+].[Na+] (sodium sulfate), [H-].[Al+3].[Li+].[H-].[H-].[H-] (lithium aluminum hydride), C(C)(=O)NC(C(=O)OCC)(C(=O)OCC)CCC1=CC=C(C=C1)C1(CCCCC2=CC=CC=C2)OCCO1 (diethyl 2-acetamido-2-{2-[4-(1,1-ethylenedioxy-5-phenylpentyl)phenyl]ethyl}malonate). Solvent: O1CCCC1 (tetrahydrofuran), O1CCCC1 (tetrahydrofuran). Reaction conditions: time 2 hour. Yields the product C(C)(=O)NC(CO)(CO)CCC1=CC=C(C=C1)C1(CCCCC2=CC=CC=C2)OCCO1 (2acetamido-2-{2-[4-(1,1-ethylenedioxy-5-phenylpentyl)phenyl]ethyl}propane-1,3-diol). Yield: 49.3%. RXN SMILES: [H-].[Al+3].[Li+].[H-].[H-].[H-].[C:7]([NH:10][C:11]([CH2:22][CH2:23][C:24]1[CH:29]=[CH:28][C:27]([C:30]2([O:44][CH2:43][CH2:42][O:41]2)[CH2:31][CH2:32][CH2:33][CH2:34][C:35]2[CH:40]=[CH:39][CH:38]=[CH:37][CH:36]=2)=[CH:26][CH:25]=1)([C:17](OCC)=[O:18])[C:12](OCC)=[O:13])(=[O:9])[CH3:8].S([O-])([O-])(=O)=O.[Na+].[Na+]>O1CCCC1>[C:7]([NH:10][C:11]([CH2:22][CH2:23][C:24]1[CH:29]=[CH:28][C:27]([C:30]2([O:41][CH2:42][CH2:43][O:44]2)[CH2:31][CH2:32][CH2:33][CH2:34][C:35]2[CH:36]=[CH:37][CH:38]=[CH:39][CH:40]=2)=[CH:26][CH:25]=1)([CH2:17][OH:18])[CH2:12][OH:13])(=[O:9])[CH3:8] |f:0.1.2.3.4.5,7.8.9|. Procedure: To a solution of lithium aluminum hydride (2.0 g) in tetrahydrofuran (100 ml) was dropwise added a solution of diethyl 2-acetamido-2-{2-[4-(1,1-ethylenedioxy-5-phenylpentyl)phenyl]ethyl}malonate (14.0 g) in tetrahydrofuran (50 ml) at 3-13° C. over 30 minutes, and the mixture was stirred at room temperature for 2 hours. To the reaction mixture was dropwise added a saturated aqueous sodium sulfate solution (27 ml), and the mixture was stirred at room temperature for an hour. The precipitate was fi... RXN SMILES: [CH2:36]1[O:37][CH2:38][CH2:39][CH2:40]1.[CH3:34][OH:35].[ClH:33].[I:3][c:4]1[cH:5][c:6]([CH2:32][O:8][C:9]([CH2:10][CH2:11][c:12]2[cH:13][c:14]([I:28])[c:15]([O:19][CH2:20][c:21]3[cH:22][c:23]([I:27])[cH:24][cH:25][cH:26]3)[c:16]([I:18])[cH:17]2)=[O:29])[cH:7][cH:30][cH:31]1.[Li+:1].[OH-:2]>>[O:8]=[C:9]([CH2:10][CH2:11][c:12]1[cH:13][c:14]([I:28])[c:15]([O:19][CH2:20][c:21]2[cH:22][c:23]([I:27])[cH:24][cH:25][cH:26]2)[c:16]([I:18])[cH:17]1)[OH:29]. The reactants are C1CCOC1, CO, Cl, O=C(CCc1cc(I)c(OCc2cccc(I)c2)c(I)c1)OCc1cccc(I)c1, [Li+], [OH-]. Yields the product O=C(O)CCc1cc(I)c(OCc2cccc(I)c2)c(I)c1.